Dataset: the Open Reaction Database (ORD), a public repository of structured organic reaction records. Task: describe an organic reaction: reactants, conditions, products, and yield The reactants are C1(CC1)S(=O)(=O)C1=C(CN(C(OC(C)(C)C)=O)C)C=C(C=C1)[N+](=O)[O-] (tert-Butyl 2-(cyclopropylsulfonyl)-5-nitrobenzyl(methyl)carbamate). The reagents and catalysts are [Pd] (Pd/C). Run in CO (MeOH), CCOC(=O)C (EtOAc). Reaction conditions: time 8 hour. The product is NC=1C=CC(=C(CN(C(OC(C)(C)C)=O)C)C1)S(=O)(=O)C1CC1 (tert-Butyl 5-amino-2-(cyclopropylsulfonyl)benzyl(methyl)carbamate). Isolated yield 101.2%. Reaction SMILES: [CH:1]1([S:4]([C:7]2[CH:22]=[CH:21][C:20]([N+:23]([O-])=O)=[CH:19][C:8]=2[CH2:9][N:10]([CH3:18])[C:11](=[O:17])[O:12][C:13]([CH3:16])([CH3:15])[CH3:14])(=[O:6])=[O:5])[CH2:3][CH2:2]1>CO.CCOC(C)=O.[Pd]>[NH2:23][C:20]1[CH:21]=[CH:22][C:7]([S:4]([CH:1]2[CH2:2][CH2:3]2)(=[O:6])=[O:5])=[C:8]([CH:19]=1)[CH2:9][N:10]([CH3:18])[C:11](=[O:17])[O:12][C:13]([CH3:16])([CH3:14])[CH3:15]. Procedure details: To Intermediate 8A (10.0 g, 27.0 mmol) in MeOH (250 ml) and EtOAc (150 ml) was added 10% Pd/C (0.5 g, 4.70 mmol) under a stream of nitrogen. The system was purged and degassed 3× with nitrogen, then the hydrogen balloon was introduced. The system was purged and degassed with hydrogen 3×. The mixture was stirred at rt overnight after addition of 0.5 mL of conc. HCl. The catalyst was filtered carefully over CELITE® under a stream of nitrogen and washed with methanol. The filtrate was concentrated ... Starting materials: [BH3-]C#N, CCC1(C)CN(Cc2ccccc2)CC(C)C1=O, CO, CC(=O)[O-], [NH4+], [Na+]. The product is CCC1(C)CN(Cc2ccccc2)CC(C)C1N. RXN SMILES: [C:24](#[N:25])[BH3-:26].[CH2:6]([c:7]1[cH:8][cH:9][cH:10][cH:11][cH:12]1)[N:13]1[CH2:14][C:15]([CH2:21][CH3:22])([CH3:23])[C:16](=[O:20])[CH:17]([CH3:19])[CH2:18]1.[CH3:28][OH:29].[CH3:2][C:3](=[O:4])[O-:5].[NH4+:1].[Na+:27]>>[CH2:6]([c:7]1[cH:8][cH:9][cH:10][cH:11][cH:12]1)[N:13]1[CH2:14][C:15]([CH2:21][CH3:22])([CH3:23])[CH:16]([NH2:25])[CH:17]([CH3:19])[CH2:18]1. The reactants are N1C(=CC2=CC=CC=C12)C#N (1H-indole-2-carbonitrile), 8f, N1C=CC2=CC(=CC=C12)C#N (1H-indole-5-carbonitrile). Product: N1C=CC2=CC=CC=C12 (indole), compounds 31. Reaction SMILES: [NH:1]1[C:9]2[C:4](=[CH:5][C:6](C#N)=[CH:7][CH:8]=2)[CH:3]=[CH:2]1.N1C2C(=CC=CC=2)C=C1C#N>>[NH:1]1[C:9]2[C:4](=[CH:5][CH:6]=[CH:7][CH:8]=2)[CH:3]=[CH:2]1. Procedure details: The A ring indole of compounds 31 and 32 was synthesized using the same approach as 8f described in Scheme 3 above from 1H-indole-5-carbonitrile or 1H-indole-2-carbonitrile as starting material. Crude product was purified by column chromatography. Description of synthesis of compounds 31 and 32 is provided below in Example 11. The reactants are ClC1=C(C(=O)NC(=O)N(NC(=O)OC(C)(C)C)C2=CC(=C(C=C2)C(=O)OC)OC)C(=CC=C1)Cl (tert-butyl 2-((2,6-dichlorobenzoyl)carbamoyl)-2-(3-methoxy-4-(methoxycarbonyl)phenyl)hydrazinecarboxylate), FC(C(=O)O)(F)F (trifluoro acetic acid). Run in C(Cl)Cl (DCM). Yields the product ClC1=C(C(=CC=C1)Cl)C1=NN(C(N1)=O)C1=CC(=C(C(=O)OC)C=C1)OC (methyl 4-(3-(2,6-dichlorophenyl)-5-oxo-4,5-dihydro-1H-1,2,4-triazol-1-yl)-2-methoxybenzoate). Isolated yield 103.8%. Reaction SMILES: [Cl:1][C:2]1[CH:33]=[CH:32][CH:31]=[C:30]([Cl:34])[C:3]=1[C:4]([NH:6][C:7]([N:9]([C:18]1[CH:23]=[CH:22][C:21]([C:24]([O:26][CH3:27])=[O:25])=[C:20]([O:28][CH3:29])[CH:19]=1)[NH:10]C(OC(C)(C)C)=O)=[O:8])=O.FC(F)(F)C(O)=O>C(Cl)Cl>[Cl:1][C:2]1[CH:33]=[CH:32][CH:31]=[C:30]([Cl:34])[C:3]=1[C:4]1[NH:6][C:7](=[O:8])[N:9]([C:18]2[CH:23]=[CH:22][C:21]([C:24]([O:26][CH3:27])=[O:25])=[C:20]([O:28][CH3:29])[CH:19]=2)[N:10]=1. Reported procedure: The title compound was prepared according to the procedure described in step-2 of Intermediate-9 by using tert-butyl 2-((2,6-dichlorobenzoyl)carbamoyl)-2-(3-methoxy-4-(methoxycarbonyl)phenyl)hydrazinecarboxylate (1.5 g, 2.2 mmol), DCM (50 mL) and trifluoro acetic acid (5.0 mL) to afford 0.900 g of desired product. 1H NMR (300 MHz, DMSO d6): δ 3.78 (s, 3H), 3.84 (s, 3H), 7.62-7.30 (m, 5H), 7.82 (d, J=8.7 Hz, 11), 12.76 (br s, 1H); MS (m/z): 393.85 (M+H)+. Reactants: ClC1=NC(=CN=C1)Cl (2,6-dichloropyrazine), OC=1C=C2CCC(C2=CC1)=O (5-hydroxyindanone). The solvent is CCOC(=O)C (AcOEt). Yields the product ClC1=NC(=CN=C1)OC=1C=C2CCC(C2=CC1)=O (2-Chloro-6-(indanone-5-oxy)-pyrazine). Yield: 100.0%. As a reaction SMILES: Cl[C:2]1[CH:7]=[N:6][CH:5]=[C:4]([Cl:8])[N:3]=1.[OH:9][C:10]1[CH:11]=[C:12]2[C:16](=[CH:17][CH:18]=1)[C:15](=[O:19])[CH2:14][CH2:13]2>CCOC(C)=O>[Cl:8][C:4]1[CH:5]=[N:6][CH:7]=[C:2]([O:9][C:10]2[CH:11]=[C:12]3[C:16](=[CH:17][CH:18]=2)[C:15](=[O:19])[CH2:14][CH2:13]3)[N:3]=1. Reported procedure: Using Method DD with 2,6-dichloropyrazine (200 mg, 1.34 mmol) and 5-hydroxyindanone (219 mg, 1.49 mmol), and crystallisation in AcOEt, the title compound was obtained (350 mg). Yield: 100%. 1H NMR (250 MHz, DMSO-d6) δ 2.67 (t, 2H, H3, J=5.9 Hz), 3.13 (t, 2H, H2, J=5.5 Hz), 7.31 (dd, 1H, Harom 6, Jm=1.9 Hz, Jo=8.3 Hz), 7.47 (d, 1H, Harom 4, J=1.3 Hz), 7.73 (d, 1H, Harom 7, J=8.3 Hz), 8.59 (s, 1H, HPz 5), 8.64 (s, 1H, HPz 3). m/z: 261.0 [(M+H)+, calcd for C13H9ClN2O2 260.0]. Starting materials: C(=C)[C@@H]1OC[C@H](OC1)CO (((2R,5S)-5-vinyl-1,4-dioxan-2-yl)methanol), [H-].[Na+] (NaH), IC (iodomethane). The solvent is O (water), C1CCOC1 (THF). Conditions: time 25 minute. Yields the product COC[C@H]1OC[C@@H](OC1)C=C ((2R,5S)-2-(methoxymethyl)-5-vinyl-1,4-dioxane). Isolated yield 36.5%. Reaction SMILES: [CH:1]([C@H:3]1[CH2:8][O:7][C@H:6]([CH2:9][OH:10])[CH2:5][O:4]1)=[CH2:2].[H-].[Na+].I[CH3:14]>C1COCC1.O>[CH3:14][O:10][CH2:9][C@@H:6]1[CH2:5][O:4][C@@H:3]([CH:1]=[CH2:2])[CH2:8][O:7]1 |f:1.2|. Reported procedure: To a solution of ((2R,5S)-5-vinyl-1,4-dioxan-2-yl)methanol (Preparation #17, 0.25 g, 1.734 mmol) in THF (3 mL) was added NaH (41.6 mg, 1.734 mmol) at 0° C. The reaction mixture was slowly warmed to RT and stirred for 25 min. The reaction mixture was cooled to about 0° C. and iodomethane (0.108 mL, 1.734 mmol) was added. Upon completion of addition, the reaction mixture was slowly warmed to RT and stirred for about 2.5 h. The reaction mixture was diluted with water (20 mL) and the product extract...